This data is from the Open Reaction Database (ORD), a public repository of structured organic reaction records. The task is: describe an organic reaction: reactants, conditions, products, and yield Reactants: Cc1[nH]c2ncc(N)cc2c1C, CCN=C=NCCCN(C)C, O=C(O)c1c(F)ccc(NS(=O)(=O)CCCF)c1F, CN(C)C=O, On1nnc2ccccc21. Yields the product Cc1[nH]c2ncc(NC(=O)c3c(F)ccc(NS(=O)(=O)CCCF)c3F)cc2c1C. RXN SMILES: [CH3:1][c:2]1[c:3]([CH3:12])[c:4]2[c:5]([n:6][cH:7][c:8]([NH2:10])[cH:9]2)[nH:11]1.[CH3:32][CH2:33][N:34]=[C:35]=[N:36][CH2:37][CH2:38][CH2:39][N:40]([CH3:41])[CH3:42].[F:13][c:14]1[c:15]([C:16](=[O:17])[OH:18])[c:19]([F:31])[cH:20][cH:21][c:22]1[NH:23][S:24](=[O:25])(=[O:26])[CH2:27][CH2:28][CH2:29][F:30].[O:53]=[CH:54][N:55]([CH3:56])[CH3:57].[OH:43][n:44]1[c:45]2[c:46]([cH:47][cH:48][cH:49][cH:50]2)[n:51][n:52]1>>[CH3:1][c:2]1[c:3]([CH3:12])[c:4]2[c:5]([n:6][cH:7][c:8]([NH:10][C:16]([c:15]3[c:14]([F:13])[c:22]([NH:23][S:24](=[O:25])(=[O:26])[CH2:27][CH2:28][CH2:29][F:30])[cH:21][cH:20][c:19]3[F:31])=[O:17])[cH:9]2)[nH:11]1. RXN SMILES: [C:38]([O:39][CH2:40][CH3:41])(=[O:42])[CH3:43].[CH3:1][n:2]1[n:3][c:4]([C:26]([F:27])([F:28])[F:29])[cH:5][c:6]1[O:7][c:8]1[n:9][c:10]([O:15][c:16]2[n:17]([CH3:18])[n:19][c:20]([C:21]([F:22])([F:23])[F:24])[cH:25]2)[cH:11][c:12]([CH3:14])[cH:13]1.[CH3:33][S:34]([CH3:35])=[O:36].[CH3:44][CH2:45][CH2:46][CH2:47][CH3:48].[ClH:32].[Na+:31].[OH-:30].[OH2:37]>>[CH3:1][n:2]1[n:3][c:4]([C:26]([F:27])([F:28])[F:29])[cH:5][c:6]1[O:7][c:8]1[n:9][c:10]([OH:15])[cH:11][c:12]([CH3:14])[cH:13]1. Product: Cc1cc(O)nc(Oc2cc(C(F)(F)F)nn2C)c1. The reactants are CCOC(C)=O, Cc1cc(Oc2cc(C(F)(F)F)nn2C)nc(Oc2cc(C(F)(F)F)nn2C)c1, CS(C)=O, CCCCC, Cl, [Na+], [OH-], O. The reactants are IC1=CC=C(C=C1)C1=CC=C(C=C1)O (4′-iodobiphenyl-4-ol), C12(CC3CC(CC(C1)C3)C2)O (1-admantanol). The solvent is CC(=O)O (AcOH), CCOC(=O)C (EtOAc). Conditions: time 50 hour. Yields the product C12(CC3CC(CC(C1)C3)C2)C=2C=C(C=CC2O)C2=CC=C(C=C2)I (3-(1-Admantyl)-4′-iodobiphenyl-4-ol). RXN SMILES: [I:1][C:2]1[CH:7]=[CH:6][C:5]([C:8]2[CH:13]=[CH:12][C:11]([OH:14])=[CH:10][CH:9]=2)=[CH:4][CH:3]=1.[C:15]12(O)[CH2:24][CH:19]3[CH2:20][CH:21]([CH2:23][CH:17]([CH2:18]3)[CH2:16]1)[CH2:22]2>CC(O)=O.CCOC(C)=O>[C:15]12([C:10]3[CH:9]=[C:8]([C:5]4[CH:4]=[CH:3][C:2]([I:1])=[CH:7][CH:6]=4)[CH:13]=[CH:12][C:11]=3[OH:14])[CH2:24][CH:19]3[CH2:20][CH:21]([CH2:23][CH:17]([CH2:18]3)[CH2:16]1)[CH2:22]2. Procedure details: To a mixture of 4′-iodobiphenyl-4-ol (0.332 g, 2 mmol) and 1-admantanol (0.15 g, 0.51 mmol) in AcOH (2 ml) concentrated H2SO4 (0.5 ml) was added and the reaction mixture was stirred for 50 h at room temperature. This was diluted to 100 ml with EtOAc and washed with NaHCO3 solution, dried over MgSO4 and filtered. The filtrate was evaporated to dryness and the residue was crystallized from MeOH to give the product (0.195 g; 93%), as a colourless paste. 1H NMR (CDCl3) 1.78 (m, 6H); 2.07 (s, 3H); 2.... Reactants: CCOCC (Et2O), C(=O)(OC(C)(C)C)N[C@@H]([C@@H](C)O[Si](C)(C)C(C)(C)C)C#C ((2R,3R)-N-Boc-3-amino-2-(-tert-butyldimethylsilyloxy)-pent-4-yne), [H-].[Na+] (NaH), CI (MeI). The solvent is hexanes, C1CCOC1 (THF). Yields the product C(=O)(OC(C)(C)C)N(C)[C@@H]([C@@H](C)O[Si](C)(C)C(C)(C)C)C#C ((2R,3R)-3-(N-Boc-N-methylamino)-2-(-tert-butyldimethylsilyloxy)-pent-4-yne). As a reaction SMILES: [C:1]([NH:8][C@H:9]([C:20]#[CH:21])[C@H:10]([O:12][Si:13]([C:16]([CH3:19])([CH3:18])[CH3:17])([CH3:15])[CH3:14])[CH3:11])([O:3][C:4]([CH3:7])([CH3:6])[CH3:5])=[O:2].[H-].[Na+].CI.[CH3:26]COCC>C1COCC1>[C:1]([N:8]([C@H:9]([C:20]#[CH:21])[C@H:10]([O:12][Si:13]([C:16]([CH3:19])([CH3:18])[CH3:17])([CH3:14])[CH3:15])[CH3:11])[CH3:26])([O:3][C:4]([CH3:7])([CH3:5])[CH3:6])=[O:2] |f:1.2|. Procedure details: (2R,3R)-3-(N-Boc-N-methylamino)-2-(-tert-butyldimethylsilyloxy)-pent-4-yne was synthesized according to Method Y above by the treatment of (2R,3R)-N-Boc-3-amino-2-(-tert-butyldimethylsilyloxy)-pent-4-yne (400 mg, 1.27 mmol) (Example 117B) with NaH (36 mg, 1.52 mmol) and MeI (360 mg, 2.54 mmol) in THF (30 mL). The product was obtained after silica gel column chromatography with a 0-10% Et2O in hexanes gradient. (Yield 370 mg, 89%). Reactants: [Al+3], CCOCC, COc1cccc(C#N)c1, [H-], [H-], [H-], [H-], [Li+]. The product is COc1cccc(CN)c1. Reaction SMILES: [Al+3:2].[CH2:17]([O:18][CH2:19][CH3:20])[CH3:21].[CH3:7][O:8][c:9]1[cH:10][c:11]([C:12]#[N:13])[cH:14][cH:15][cH:16]1.[H-:1].[H-:4].[H-:5].[H-:6].[Li+:3]>>[CH3:7][O:8][c:9]1[cH:10][c:11]([CH2:12][NH2:13])[cH:14][cH:15][cH:16]1. The reactants are CC1CCc2ncnc(N3CC4(CCN(C(=O)OC(C)(C)C)CC4)c4cc(Br)ccc43)c21, Cc1ccccc1, CCOC(C)=O, Nc1cccc(Cl)c1, CC(=O)[O-], CC(=O)[O-], [Pd+2]. Yields the product CC1CCc2ncnc(N3CC4(CCN(C(=O)OC(C)(C)C)CC4)c4cc(Nc5cccc(Cl)c5)ccc43)c21. Reaction SMILES: [Br:1][c:2]1[cH:3][c:4]2[c:8]([cH:9][cH:10]1)[N:7]([c:11]1[c:12]3[c:13]([n:14][cH:15][n:16]1)[CH2:17][CH2:18][CH:19]3[CH3:20])[CH2:6][C:5]21[CH2:21][CH2:22][N:23]([C:26](=[O:27])[O:28][C:29]([CH3:30])([CH3:31])[CH3:32])[CH2:24][CH2:25]1.[CH3:41][c:42]1[cH:43][cH:44][cH:45][cH:46][cH:47]1.[CH3:48][CH2:49][O:50][C:51]([CH3:52])=[O:53].[Cl:33][c:34]1[cH:35][c:36]([NH2:40])[cH:37][cH:38][cH:39]1.[O-:55][C:56]([CH3:57])=[O:58].[O-:59][C:60]([CH3:61])=[O:62].[Pd+2:54]>>[c:2]1([NH:40][c:36]2[cH:35][c:34]([Cl:33])[cH:39][cH:38][cH:37]2)[cH:3][c:4]2[c:8]([cH:9][cH:10]1)[N:7]([c:11]1[c:12]3[c:13]([n:14][cH:15][n:16]1)[CH2:17][CH2:18][CH:19]3[CH3:20])[CH2:6][C:5]21[CH2:21][CH2:22][N:23]([C:26](=[O:27])[O:28][C:29]([CH3:30])([CH3:31])[CH3:32])[CH2:24][CH2:25]1. Reactants: BrC1=CC=C(C=C1)[C@H](CC(=O)N(C)OC)C1=C(C=CC=C1)C ((S)-3-(4-bromo-phenyl)-N-methoxy-N-methyl-3-o-tolyl-propionamide), BrC1=CC(=NC=C1)C (4-bromo-2-methylpyridine). The product is BrC1=CC=C(C=C1)[C@H](CC(=O)C1=CC(=NC=C1)C)C1=C(C=CC=C1)C ((S)-3-(4-Bromo-phenyl)-1-(2-methyl-pyridin-4-yl)-3-o-tolyl-propan-1-one). Reaction SMILES: [Br:1][C:2]1[CH:7]=[CH:6][C:5]([C@@H:8]([C:16]2[CH:21]=[CH:20][CH:19]=[CH:18][C:17]=2[CH3:22])[CH2:9][C:10](N(OC)C)=[O:11])=[CH:4][CH:3]=1.Br[C:24]1[CH:29]=[CH:28][N:27]=[C:26]([CH3:30])[CH:25]=1>>[Br:1][C:2]1[CH:3]=[CH:4][C:5]([C@@H:8]([C:16]2[CH:21]=[CH:20][CH:19]=[CH:18][C:17]=2[CH3:22])[CH2:9][C:10]([C:24]2[CH:29]=[CH:28][N:27]=[C:26]([CH3:30])[CH:25]=2)=[O:11])=[CH:6][CH:7]=1. Procedure: In analogy to example 74, step 5, from (S)-3-(4-bromo-phenyl)-N-methoxy-N-methyl-3-o-tolyl-propionamide (example 142, step 1) and 4-bromo-2-methylpyridine was prepared the title compound as white solid, MS (ESI+): m/z=394.0 ([M+H]+, 1Br).